From a dataset of the Open Reaction Database (ORD), a public repository of structured organic reaction records. describe an organic reaction: reactants, conditions, products, and yield The reactants are O=C1NC2(CCCCC2)NC12CCCCC2, C1CN2CCN1CC2, O=C=NC1CCCCC1, c1ccccc1. Product: O=C(NC1CCCCC1)N1C(=O)C2(CCCCC2)NC12CCCCC2. Reaction SMILES: [CH2:1]1[CH2:2][CH2:3][CH2:4][CH2:5][C:6]12[NH:7][C:8]1([CH2:9][CH2:10][CH2:11][CH2:12][CH2:13]1)[NH:14][C:15]2=[O:16].[N:26]12[CH2:27][CH2:28][N:29]([CH2:30][CH2:31]1)[CH2:32][CH2:33]2.[O:17]=[C:18]=[N:19][CH:20]1[CH2:21][CH2:22][CH2:23][CH2:24][CH2:25]1.[cH:34]1[cH:35][cH:36][cH:37][cH:38][cH:39]1>>[CH2:1]1[CH2:2][CH2:3][CH2:4][CH2:5][C:6]12[NH:7][C:8]1([CH2:9][CH2:10][CH2:11][CH2:12][CH2:13]1)[N:14]([C:18](=[O:17])[NH:19][CH:20]1[CH2:21][CH2:22][CH2:23][CH2:24][CH2:25]1)[C:15]2=[O:16]. Starting materials: BrC1=CN=CC2=CC(=CC=C12)S(=O)(=O)OC1=C(C(=C(C(=C1F)F)F)F)F (perfluorophenyl 4-bromoisoquinoline-7-sulfonate), N1=CN=C(C=C1)N (pyrimidin-4-amine), Cl (HCl), NC1=NC=CC=N1 (aminopyrimidine), C[Si](C)(C)[N-][Si](C)(C)C.[Li+] (lithium bis(trimethylsilyl)amide). The solvent is C1CCOC1 (THF), C1CCOC1 (THF), C(C)(=O)O (acetic acid), CO (MeOH). Run at time 15 minute. Product: Cl (HCl), BrC1=CN=CC2=CC(=CC=C12)S(=O)(=O)NC1=NC=NC=C1 (4-bromo-N-(pyrimidin-4-yl)isoquinoline-7-sulfonamide). Isolated yield 24.3%. RXN SMILES: [N:1]1[CH:6]=[CH:5][C:4]([NH2:7])=[N:3][CH:2]=1.C[Si]([N-][Si](C)(C)C)(C)C.[Li+].[Br:18][C:19]1[C:28]2[C:23](=[CH:24][C:25]([S:29](OC3C(F)=C(F)C(F)=C(F)C=3F)(=[O:31])=[O:30])=[CH:26][CH:27]=2)[CH:22]=[N:21][CH:20]=1.NC1N=CC=CN=1.[ClH:51]>C1COCC1.CO.C(O)(=O)C>[ClH:51].[Br:18][C:19]1[C:28]2[C:23](=[CH:24][C:25]([S:29]([NH:7][C:4]3[CH:5]=[CH:6][N:1]=[CH:2][N:3]=3)(=[O:31])=[O:30])=[CH:26][CH:27]=2)[CH:22]=[N:21][CH:20]=1 |f:1.2|. Procedure details: To a flask containing ice cold suspension of pyrimidin-4-amine (0.402 g, 4.23 mmol) in THF (5.42 ml) was added lithium bis(trimethylsilyl)amide (1M in THF) (1.550 ml, 1.550 mmol) drop wise over 10 min. The mixture was stirred for 15 min providing a white suspension. A solution of perfluorophenyl 4-bromoisoquinoline-7-sulfonate (0.640 g, 1.409 mmol) in THF (5.0 ml) was added drop wise and the resulting mixture stirred for 1 hr. To the solution was added acetic acid (500 μl) and the solution dried... Product: O1N=C(C2=C1C=CS2)C=2C=C(OCCN(C)C1=CSC=C1)C=CC2 ([2-(3-thieno[2,3-d]isoxazol-3-yl-phenoxy)-ethyl]-thiophen-3-yl-methylamine). Starting materials: BrCCOC=1C=C(C=CC1)C1=NOC2=C1SC=C2 (3-[3-(2-bromo-ethoxy)-phenyl]-thieno[2,3-d]isoxazole), C([O-])([O-])=O.[K+].[K+] (potassium carbonate), S1C=C(C=C1)NC (thiophen-3-yl-methylamine), C(C)#N (acetonitrile). Procedure: The title compound is prepared from 3-[3-(2-bromo-ethoxy)-phenyl]-thieno[2,3-d]isoxazole, potassium carbonate, thiophen-3-yl-methylamine (prepared according to Synthetic Metals, 26 (1988)153–168) and acetonitrile essentially as described above in example 18, except that water (0.40 mL) is added to the reaction mixture before heating. Purity by LC/MS (APCI)=100%, [M+H]+=357. Run in O (water). As a reaction SMILES: Br[CH2:2][CH2:3][O:4][C:5]1[CH:6]=[C:7]([C:11]2[C:15]3[S:16][CH:17]=[CH:18][C:14]=3[O:13][N:12]=2)[CH:8]=[CH:9][CH:10]=1.C(=O)([O-])[O-].[K+].[K+].[S:25]1[CH:29]=[CH:28][C:27]([NH:30][CH3:31])=[CH:26]1.C(#N)C>O>[O:13]1[C:14]2[CH:18]=[CH:17][S:16][C:15]=2[C:11]([C:7]2[CH:6]=[C:5]([CH:10]=[CH:9][CH:8]=2)[O:4][CH2:3][CH2:2][N:30]([C:27]2[CH:28]=[CH:29][S:25][CH:26]=2)[CH3:31])=[N:12]1 |f:1.2.3|.